This data is from the Open Reaction Database (ORD), a public repository of structured organic reaction records. The task is: describe an organic reaction: reactants, conditions, products, and yield Starting materials: C(C1=CC=CC=C1)(C1=CC=CC=C1)=N (benzophenone imine), BrC=1C=CC(=C(C1)C12NC(COCC2C1)=O)F ((1SR,7RS)-1-(5-bromo-2-fluoro-phenyl)-5-oxa-2-aza-bicyclo[5.1.0]octan-3-one), CC(C)([O-])C.[Na+] (sodium tert-butoxide), C(C)(C)(C)P(C1=C(C=CC=C1)C1=C(C=C(C=C1C(C)C)C(C)C)C(C)C)C(C)(C)C (2-di-tert-butylphosphino-2′,4′,6′-triisopropylbiphenyl). The reagents and catalysts are C=1C=CC(=CC1)/C=C/C(=O)/C=C/C2=CC=CC=C2.C=1C=CC(=CC1)/C=C/C(=O)/C=C/C2=CC=CC=C2.C=1C=CC(=CC1)/C=C/C(=O)/C=C/C2=CC=CC=C2.[Pd].[Pd].C(Cl)(Cl)Cl (tris(dibenzylideneacetone)dipalladium chloroform). Solvent: C1(=CC=CC=C1)C (toluene), O (water). Conditions: temperature 105 celsius. Product: C(C1=CC=CC=C1)(C1=CC=CC=C1)=NC=1C=CC(=C(C1)C12NC(COCC2C1)=O)F ((1SR,7RS)-1-[5-(Benzhydrylidene-amino)-2-fluoro-phenyl]-5-oxa-2-aza-bicyclo[5.1.0]octan-3-one). Yield: 85.2%. Reaction SMILES: Br[C:2]1[CH:3]=[CH:4][C:5]([F:17])=[C:6]([C:8]23[CH2:15][CH:14]2[CH2:13][O:12][CH2:11][C:10](=[O:16])[NH:9]3)[CH:7]=1.CC(C)([O-])C.[Na+].C(P(C(C)(C)C)C1C=CC=CC=1C1C(C(C)C)=CC(C(C)C)=CC=1C(C)C)(C)(C)C.[C:54](=[NH:67])([C:61]1[CH:66]=[CH:65][CH:64]=[CH:63][CH:62]=1)[C:55]1[CH:60]=[CH:59][CH:58]=[CH:57][CH:56]=1>C1(C)C=CC=CC=1.C1C=CC(/C=C/C(/C=C/C2C=CC=CC=2)=O)=CC=1.C1C=CC(/C=C/C(/C=C/C2C=CC=CC=2)=O)=CC=1.C1C=CC(/C=C/C(/C=C/C2C=CC=CC=2)=O)=CC=1.[Pd].[Pd].C(Cl)(Cl)Cl.O>[C:54](=[N:67][C:2]1[CH:3]=[CH:4][C:5]([F:17])=[C:6]([C:8]23[CH2:15][CH:14]2[CH2:13][O:12][CH2:11][C:10](=[O:16])[NH:9]3)[CH:7]=1)([C:61]1[CH:62]=[CH:63][CH:64]=[CH:65][CH:66]=1)[C:55]1[CH:60]=[CH:59][CH:58]=[CH:57][CH:56]=1 |f:1.2,6.7.8.9.10.11|. Procedure: Under argon in a sealed tube was added to a solution of (1SR,7RS)-1-(5-bromo-2-fluoro-phenyl)-5-oxa-2-aza-bicyclo[5.1.0]octan-3-one (intermediate B10A) (405 mg, 1.349 mmol) in toluene (9 ml), sodium tert-butoxide (NaOBut) (389 mg, 4.05 mmol), 2-di-tert-butylphosphino-2′,4′,6′-triisopropylbiphenyl (t-Bu X-phos) (57 mg, 10 mol %) and tris(dibenzylideneacetone)dipalladium chloroform complex (Pd2(dba)3.CHCl3)(42 mg, 3 mol %) followed by benzophenone imine (453 uL, 2.7 mmol). The tube was sealed unde... The reactants are [N+](=O)([O-])C1=C(C=CC=C1)NC1=C(C=CC=C1)N (N-2-nitrophenyl-o-phenylendiamine), C1(=C(C=CC=C1)N)N (o-phenylendiamine), FC1=C(C=CC=C1)[N+](=O)[O-] (2-fluoronitrobenzene). Product: OC1=C(C=CC=C1)NC1=C(C=CC=C1)[N+](=O)[O-] (N-(2-hydroxyphenyl)-2-nitroaniline). RXN SMILES: [N+:1]([C:4]1[CH:9]=[CH:8][CH:7]=[CH:6][C:5]=1[NH:10][C:11]1[CH:16]=[CH:15][CH:14]=[CH:13][C:12]=1N)([O-:3])=[O:2].C1(N)C=CC=CC=1N.FC1C=CC=CC=1[N+]([O-])=[O:34]>>[OH:34][C:12]1[CH:13]=[CH:14][CH:15]=[CH:16][C:11]=1[NH:10][C:5]1[CH:6]=[CH:7][CH:8]=[CH:9][C:4]=1[N+:1]([O-:3])=[O:2]. Reported procedure: N-2-nitrophenyl-o-phenylendiamine, M.p. 95°-98° C. by reaction between o-phenylendiamine and 2-fluoronitrobenzene. The reactants are ClC1=C(C=C(C=C1F)NC1=NC=CC=C1[N+](=O)[O-])F (N-(4-chloro-3,5-difluorophenyl)-3-nitropyridin-2-amine), O1CCCC1 (tetrahydrofuran), [Cl-].[NH4+] (ammonium chloride). The reagents and catalysts are [Zn] (zinc). Solvent: O (water), O (water). Conditions: time 2 hour. Product: ClC1=C(C=C(C=C1F)NC1=NC=CC=C1N)F (N2-(4-chloro-3,5-difluorophenyl)pyridine-2,3-diamine). RXN SMILES: [Cl:1][C:2]1[C:7]([F:8])=[CH:6][C:5]([NH:9][C:10]2[C:15]([N+:16]([O-])=O)=[CH:14][CH:13]=[CH:12][N:11]=2)=[CH:4][C:3]=1[F:19].O1CCCC1.[Cl-].[NH4+]>O.[Zn]>[Cl:1][C:2]1[C:3]([F:19])=[CH:4][C:5]([NH:9][C:10]2[C:15]([NH2:16])=[CH:14][CH:13]=[CH:12][N:11]=2)=[CH:6][C:7]=1[F:8] |f:2.3|. Procedure: To a solution of N-(4-chloro-3,5-difluorophenyl)-3-nitropyridin-2-amine (C17) (100 mg, 0.35 mmol) in a 1:1 mixture of tetrahydrofuran and water (20 mL) was added ammonium chloride (148 mg, 2.77 mmol) followed by zinc (182 mg, 2.78 mmol), and the reaction mixture was stirred at room temperature for 2 hours. It was then diluted with water (10 mL) and extracted with ethyl acetate (3×20 mL); the combined organic layers were washed with saturated aqueous sodium chloride solution (20 mL), dried over s... Starting materials: CCOCC (ether), crude product, C1(CCCCC1)NC1CCCCC1 (dicyclohexylamine), N([C@@H](CC1=CC=C(C=C1)OCC1=CC=CC=C1)C(=O)N[C@@H](C)C(=O)N[C@@H](CC1=CNC2=CC=CC=C12)C(=O)OC)C(=O)OC(C)(C)C (N-Boc-Tyr(Bn)-Ala-Trp-OMe), [Li+].[OH-] (LiOH). The solvent is CO (MeOH), C1CCOC1 (THF). The product is N([C@@H](CC1=CC=C(C=C1)OCC1=CC=CC=C1)C(=O)N[C@@H](C)C(=O)N[C@@H](CC1=CNC2=CC=CC=C12)C(=O)O)C(=O)OC(C)(C)C (N-Boc-Tyr(Bn)-Ala-Trp-OH). The yield is 63.7%. Reaction SMILES: [NH:1]([C:41]([O:43][C:44]([CH3:47])([CH3:46])[CH3:45])=[O:42])[C@H:2]([C:18]([NH:20][C@H:21]([C:23]([NH:25][C@H:26]([C:37]([O:39]C)=[O:38])[CH2:27][C:28]1[C:36]2[C:31](=[CH:32][CH:33]=[CH:34][CH:35]=2)[NH:30][CH:29]=1)=[O:24])[CH3:22])=[O:19])[CH2:3][C:4]1[CH:9]=[CH:8][C:7]([O:10][CH2:11][C:12]2[CH:17]=[CH:16][CH:15]=[CH:14][CH:13]=2)=[CH:6][CH:5]=1.[Li+].[OH-].C1(NC2CCCCC2)CCCCC1.CCOCC>C1COCC1.CO>[NH:1]([C:41]([O:43][C:44]([CH3:45])([CH3:47])[CH3:46])=[O:42])[C@H:2]([C:18]([NH:20][C@H:21]([C:23]([NH:25][C@H:26]([C:37]([OH:39])=[O:38])[CH2:27][C:28]1[C:36]2[C:31](=[CH:32][CH:33]=[CH:34][CH:35]=2)[NH:30][CH:29]=1)=[O:24])[CH3:22])=[O:19])[CH2:3][C:4]1[CH:9]=[CH:8][C:7]([O:10][CH2:11][C:12]2[CH:13]=[CH:14][CH:15]=[CH:16][CH:17]=2)=[CH:6][CH:5]=1 |f:1.2|. Procedure: compound NR66. Saponification of N-Boc-Tyr(Bn)-Ala-Trp-OMe (580 mg, 0.902 mmol) in THF (5 mL) by 1 M aqueous LiOH (2 mL, 2 mmol) at 4° C. for 1 hour, afforded after acidic treatment and precipitation of the residue with water crude N-Boc-Tyr(Bn)-Gly-Trp-OH. The crude product in MeOH (0.5 mL) was treated by dicyclohexylamine (0.18 mL, 0.91 mmol) and then ether (10 mL). After filtration, the resulting solid was dissolved in CH2Cl2 (10 mL) and washed by 10% aqueous citric acid. The organic phase wa... Starting materials: FC(=CC)C1=CC=CC=C1 (α-fluoro-β-methylstyrene), BrN1C(CCC1=O)=O (N-bromosuccinimide), C(C1=CC=CC=C1)(=O)OOC(C1=CC=CC=C1)=O (dibenzoyl peroxide), [C-]#N.[Na+] (sodium cyanide), [Na+].[Cl-] (NaCl). Solvent: O (water), CCCCCC (hexane), C(Cl)(Cl)(Cl)Cl (CCl4), CN(C)P(=O)(N(C)C)N(C)C (HMPT), O (water), CCOCC.CCCCCC (ether hexane), CCCCCC (hexane). Reaction conditions: time 8 hour. The product is FC(=CCC#N)C1=CC=CC=C1 (4-fluoro-4-phenyl-3-butenonitrile). As a reaction SMILES: [F:1][C:2]([C:5]1[CH:10]=[CH:9][CH:8]=[CH:7][CH:6]=1)=[CH:3][CH3:4].Br[N:12]1C(=O)CC[C:13]1=O.C(OOC(=O)C1C=CC=CC=1)(=O)C1C=CC=CC=1.[Na+].[Cl-].[C-]#N.[Na+]>C(Cl)(Cl)(Cl)Cl.CN(P(N(C)C)(N(C)C)=O)C.O.CCOCC.CCCCCC.CCCCCC>[F:1][C:2]([C:5]1[CH:10]=[CH:9][CH:8]=[CH:7][CH:6]=1)=[CH:3][CH2:4][C:13]#[N:12] |f:3.4,5.6,10.11|. Procedure: To 1.36 g (10 mmol) of α-fluoro-β-methylstyrene in 20 ml of CCl4 is added 1.78 g (10 mmol) of N-bromosuccinimide and 50 g of dibenzoyl peroxide. The reaction is stirred overnight and then poured into hexane and water. The hexane layer is shaken against sat. NaCl solution and dried (Na2SO4). The product bromide after solvent removal is dissolved in 10 ml of THF and 10 ml of HMPT, and 1.96 g (40 mmol) of sodium cyanide is added. The reaction is warmed to 60° and after 24 hours poured into ether/he... The product is C(C)(=O)NC1=CC=C(C=C1)CC(=O)O ((4-acetylamino-phenyl)-acetic acid). Reaction SMILES: [NH2:1][C:2]1[CH:7]=[CH:6][C:5]([CH2:8][C:9]([OH:11])=[O:10])=[CH:4][CH:3]=1.[C:12](OC(=O)C)(=[O:14])[CH3:13].O>C(O)(=O)C>[C:12]([NH:1][C:2]1[CH:3]=[CH:4][C:5]([CH2:8][C:9]([OH:11])=[O:10])=[CH:6][CH:7]=1)(=[O:14])[CH3:13]. The reactants are C(C)(=O)OC(C)=O (acetic anhydride), NC1=CC=C(C=C1)CC(=O)O ((4-amino-phenyl)-acetic acid), O (water). Procedure details: A mixture of (4-amino-phenyl)-acetic acid (25 g) in acetic acid (200 mL) was treated with acetic anhydride (31.3 mL). The mixture was heated on a steam bath for 4 hours, then cooled, then treated with water (20 mL) and then evaporated. The residue was dried under vacuum to give the title compound (30.4 g) as a beige coloured solid. Run in C(C)(=O)O (acetic acid).